Task: describe an organic reaction: reactants, conditions, products, and yield. Dataset: the Open Reaction Database (ORD), a public repository of structured organic reaction records Starting materials: C1CCOC1, Nc1cccc(O)c1, CCn1nc(C)cc1C(=O)Nc1cccc(C(=O)c2ccc3c(c2)NC(=O)C3=CO)c1. The product is CCn1nc(C)cc1C(=O)Nc1cccc(C(=O)c2ccc3c(c2)NC(=O)C3=CNc2cccc(O)c2)c1. Reaction SMILES: [CH2:40]1[O:41][CH2:42][CH2:43][CH2:44]1.[NH2:32][c:33]1[cH:34][cH:35][cH:36][c:37]([OH:38])[cH:39]1.[OH:1][CH:2]=[C:3]1[C:4](=[O:31])[NH:5][c:6]2[cH:7][c:8]([C:12](=[O:13])[c:14]3[cH:15][c:16]([NH:20][C:21](=[O:22])[c:23]4[n:24]([CH2:29][CH3:30])[n:25][c:26]([CH3:28])[cH:27]4)[cH:17][cH:18][cH:19]3)[cH:9][cH:10][c:11]21>>[CH:2](=[C:3]1[C:4](=[O:31])[NH:5][c:6]2[cH:7][c:8]([C:12](=[O:13])[c:14]3[cH:15][c:16]([NH:20][C:21](=[O:22])[c:23]4[n:24]([CH2:29][CH3:30])[n:25][c:26]([CH3:28])[cH:27]4)[cH:17][cH:18][cH:19]3)[cH:9][cH:10][c:11]21)[NH:32][c:33]1[cH:34][cH:35][cH:36][c:37]([OH:38])[cH:39]1. Reactants: BrC=1C=NC=CC1N1CCC(CC1)C(=O)N (1-(3-bromopyridin-4-yl)piperidine-4-carboxamide), ClC=1C=NC=C(C1N1CCC(CC1)C(=O)N)Cl (1-(3,5-dichloropyridin-4-yl)piperidine-4-carboxamide), ClN1C(CCC1=O)=O (N-chlorosuccinimide). Solvent: CN(C)C=O (DMF). Conditions: temperature 80 celsius, time 8 hour. Yields the product BrC=1C=NC=C(C1N1CCC(CC1)C(=O)N)Cl (1-(3-bromo-5-chloropyridin-4-yl)piperidine-4-carboxamide). Reaction SMILES: [Br:1][C:2]1[CH:3]=[N:4][CH:5]=[CH:6][C:7]=1[N:8]1[CH2:13][CH2:12][CH:11]([C:14]([NH2:16])=[O:15])[CH2:10][CH2:9]1.[Cl:17]N1C(=O)CCC1=O.ClC1C=NC=C(Cl)C=1N1CCC(C(N)=O)CC1>CN(C=O)C>[Br:1][C:2]1[CH:3]=[N:4][CH:5]=[C:6]([Cl:17])[C:7]=1[N:8]1[CH2:13][CH2:12][CH:11]([C:14]([NH2:16])=[O:15])[CH2:10][CH2:9]1. Reported procedure: To a solution of 1-(3-bromopyridin-4-yl)piperidine-4-carboxamide E36 (100 mg, 0.35 mmol) in DMF (7.00 mL) was added N-chlorosuccinimide (94 mg, 0.70 mmol). The reaction was heated to 80° C. and stirred for 8 hours before partitioning between EtOAc and water (100 ml each), the separated organic layer was washed with water (2×75 ml), brine (20 mL), dried (MgSO4) and concentrated under reduced pressure to give a crude clear pale yellow oil (82 mg). The crude product was purified by flash column chr... The reactants are CC(C)(C)OC(=O)CBr, [H-], [Na+], CN(C)C=O, O=C1c2ccccc2C(=O)N1c1cc[nH]n1. Product: CC(C)(C)OC(=O)Cn1ccc(N2C(=O)c3ccccc3C2=O)n1. RXN SMILES: [Br:19][CH2:20][C:21](=[O:22])[O:23][C:24]([CH3:25])([CH3:26])[CH3:27].[H-:1].[Na+:2].[O:28]=[CH:29][N:30]([CH3:31])[CH3:32].[nH:3]1[n:4][c:5]([N:8]2[C:9](=[O:18])[c:10]3[cH:11][cH:12][cH:13][cH:14][c:15]3[C:16]2=[O:17])[cH:6][cH:7]1>>[n:3]1([CH2:20][C:21](=[O:22])[O:23][C:24]([CH3:25])([CH3:26])[CH3:27])[n:4][c:5]([N:8]2[C:9](=[O:18])[c:10]3[cH:11][cH:12][cH:13][cH:14][c:15]3[C:16]2=[O:17])[cH:6][cH:7]1. The reactants are C(Cl)(Cl)(Cl)Cl (carbon tetrachloride), C(C)(C)(C)C=1C=C(C=CC1)O (3-tert-butylphenol), S(=O)(=O)(Cl)Cl (sulfuryl chloride). The solvent is O (water). Conditions: temperature 70 celsius, time 48 hour. Yields the product C(C)(C)(C)C=1C=C(C=CC1Cl)O (3-tert-butyl-4-chlorophenol). As a reaction SMILES: [C:1]([Cl:5])(Cl)(Cl)Cl.[C:6]([C:10]1[CH:11]=[C:12]([OH:16])[CH:13]=[CH:14]C=1)([CH3:9])([CH3:8])[CH3:7].S(Cl)(Cl)(=O)=O>O>[C:6]([C:10]1[CH:11]=[C:12]([OH:16])[CH:13]=[CH:14][C:1]=1[Cl:5])([CH3:9])([CH3:8])[CH3:7]. Procedure: Into 30 ml of carbon tetrachloride were dissolved 9 g of 3-tert-butylphenol and the mixture was heated up to 70° C. With stirring at this temperature, 10.5 g of sulfuryl chloride were added dropwise to the mixture. After completion of this dropwise addition, the reaction mixture was subjected to stirring over a period of 48 hours at 70° C. After cooling the reaction mixture down to room temperature, the reaction mixture was poured into cold water and the resultant product was extracted with carb... Reactants: C(C)(C)(C)C=1C=C(C2=C(C(CC(O2)C(=O)OCC)=O)C1)C(C)(C)C (6,8-di-t-butyl-2,3-dihydro-4-oxo-4H-1-benzopyran-2-carboxylic acid, ethyl ester), C(C)(=O)[O-].C(C)(=O)[O-].C(C)(=O)[O-].C(C)(=O)[O-].[Pb+4] (lead tetraacetate), C(C)(=O)[O-].C(C)(=O)[O-].C(C)(=O)[O-].C(C)(=O)[O-].[Pb+4] (lead tetraacetate). Solvent: C(C)(=O)O (acetic acid). Conditions: time 3.25 hour. Product: C(C)(C)(C)C=1C=C(C2=C(C(C=C(O2)C(=O)OCC)=O)C1)C(C)(C)C (6,8-di-t-butyl-4-oxo-4H-1-benzopyran-2-carboxylic acid, ethyl ester). As a reaction SMILES: [C:1]([C:5]1[CH:6]=[C:7]([C:21]([CH3:24])([CH3:23])[CH3:22])[C:8]2[O:13][CH:12]([C:14]([O:16][CH2:17][CH3:18])=[O:15])[CH2:11][C:10](=[O:19])[C:9]=2[CH:20]=1)([CH3:4])([CH3:3])[CH3:2].C([O-])(=O)C.C([O-])(=O)C.C([O-])(=O)C.C([O-])(=O)C.[Pb+4]>C(O)(=O)C>[C:1]([C:5]1[CH:6]=[C:7]([C:21]([CH3:22])([CH3:24])[CH3:23])[C:8]2[O:13][C:12]([C:14]([O:16][CH2:17][CH3:18])=[O:15])=[CH:11][C:10](=[O:19])[C:9]=2[CH:20]=1)([CH3:4])([CH3:3])[CH3:2] |f:1.2.3.4.5|. Reported procedure: A mixture of 3.32 parts of 6,8-di-t-butyl-2,3-dihydro-4-oxo-4H-1-benzopyran-2-carboxylic acid, ethyl ester and 9.9 parts of lead tetraacetate was refluxed in 30 parts of glacial acetic acid for 6.5 hours. A further 9.9 parts of lead tetraacetate were added and the reflux was continued for another 3.25 hours. After cooling, the reaction mixture was extracted with ether. The ether extract was washed with sodium bicarbonate solution and water and was dried. Evaporation of the ether gave an oil whic... Starting materials: Cc1ccc([Mg]Br)cc1 (effective_coupling_partner), COc3ccc2ccc(c1ccc(C(C)(C)C)cc1)cc2c3 (substrate). The reagents and catalysts are C1-CDC. Conditions: temperature 60 celsius, time 4 hour. Product: Cc4ccc(c3ccc2ccc(c1ccc(C(C)(C)C)cc1)cc2c3)cc4. Reactants: C(C(C)(C)C)(=O)NC=1N=C(C2=C(N1)NCC(C2)CN(C(C(F)(F)F)=O)CC2=CC=C(C(=O)N[C@@H](CCC(=O)OCC)C(=O)OCC)C=C2)O (diethyl N-[N-(2-pivaloylamino-4-hydroxy-5,6,7,8-tetrahydropyrido[2,3-d]-pyrimidin-6-ylmethyl)-N-trifluoroacetyl-4-aminomethylbenzoyl]-glutamate), C (charcoal). The solvent is [OH-].[Na+] (sodium hydroxide). Run at time 4 hour. The product is NC=1N=C(C2=C(N1)NCC(C2)CNCC2=CC=C(C(=O)N[C@@H](CCC(=O)O)C(=O)O)C=C2)O (N-[N-(2-amino-4-hydroxy-5,6,7,8-tetrahydropyrido[2,3-d]pyrimidin-6-ylmethyl)-4-aminomethylbenzoyl]-glutamic acid). Yield: 76.0%. Reaction SMILES: C([NH:7][C:8]1[N:9]=[C:10]([OH:49])[C:11]2[CH2:17][CH:16]([CH2:18][N:19]([CH2:26][C:27]3[CH:48]=[CH:47][C:30]([C:31]([NH:33][C@H:34]([C:42]([O:44]CC)=[O:43])[CH2:35][CH2:36][C:37]([O:39]CC)=[O:38])=[O:32])=[CH:29][CH:28]=3)C(=O)C(F)(F)F)[CH2:15][NH:14][C:12]=2[N:13]=1)(=O)C(C)(C)C.C>[OH-].[Na+]>[NH2:7][C:8]1[N:9]=[C:10]([OH:49])[C:11]2[CH2:17][CH:16]([CH2:18][NH:19][CH2:26][C:27]3[CH:28]=[CH:29][C:30]([C:31]([NH:33][C@H:34]([C:42]([OH:44])=[O:43])[CH2:35][CH2:36][C:37]([OH:39])=[O:38])=[O:32])=[CH:47][CH:48]=3)[CH2:15][NH:14][C:12]=2[N:13]=1 |f:2.3|. Procedure details: A solution of 0.48 g, of diethyl N-[N-(2-pivaloylamino-4-hydroxy-5,6,7,8-tetrahydropyrido[2,3-d]-pyrimidin-6-ylmethyl)-N-trifluoroacetyl-4-aminomethylbenzoyl]-glutamate in 10 mL of 1N sodium hydroxide was stirred at 25° C. for 72 hours. To the reaction mixture was added charcoal and the suspension filtered through Celite. The filtrate was rendered acidic with acetic acid and stored at 0° C. for 4 hours. The solid which formed was collected, and washed sequentially with water, ethanol, and ether ... As a reaction SMILES: [O:1]1[CH2:6][C:5](=O)[CH2:4][C:3](=[O:8])[CH2:2]1.[Cl:9][C:10]1[CH:11]=[C:12]([CH:15]=[CH:16][C:17]=1[Br:18])[CH:13]=O.[NH2:19][C:20]1[N:24]([CH3:25])[NH:23][C:22](=[O:26])[CH:21]=1>>[Br:18][C:17]1[CH:16]=[CH:15][C:12]([CH:13]2[C:21]3[C:22](=[O:26])[NH:23][N:24]([CH3:25])[C:20]=3[NH:19][C:5]3[CH2:6][O:1][CH2:2][C:3](=[O:8])[C:4]2=3)=[CH:11][C:10]=1[Cl:9]. Procedure: 2H-Pyran-3,5(4H,6H)-dione (0.057 g, 05 mmol), 3-chloro-4-bromo-benzaldehyde (0.11 g, 0.5 mmol), and 5-amino-1-methyl-1,2-dihydropyrazol-3-one (0.056 g, 0.5 mmol) were processed as described in Example 26C to provide 0.145 g of the title compound. 1H NMR (300 MHz, DMSO-d6) δ 3.5 (s, 3H), 4.0 (s, 2H), 4.52 (q, 2H), 4.92 (s, 1H), 7.03 (dt, 1H), 7.32(t, 1H), 7.6 (dd, 1H), 9.62 (s, 1H), 10.1 (s, 1H); MS (ESI−) m/z 410 (M−H)−; Anal. calcd for C16H13N3BrClO3: C, 46.80; H,3.19; N, 10.23. Found: C, 46.77... The yield is 70.7%. Product: BrC1=C(C=C(C=C1)C1C2=C(NC3=C1C(NN3C)=O)COCC2=O)Cl (4-(4-bromo-3-chlorophenyl)-1-methyl-1,2,4,9-tetrahydropyrano[3,4-b]pyrazolo[4,3-e]pyridine-3,5(6H,8H)-dione). The reactants are O1CC(CC(C1)=O)=O (2H-Pyran-3,5(4H,6H)-dione), ClC=1C=C(C=O)C=CC1Br (3-chloro-4-bromo-benzaldehyde), NC1=CC(NN1C)=O (5-amino-1-methyl-1,2-dihydropyrazol-3-one).